From a dataset of the Open Reaction Database (ORD), a public repository of structured organic reaction records. describe an organic reaction: reactants, conditions, products, and yield Reaction SMILES: N1C2C(=CC=C3C=2N=CC=C3)C=CC=1.[C:15]([O-])([O-])=[O:16].[Cs+].[Cs+].I[C:22]1[CH:23]=[C:24]([CH:27]=[CH:28][CH:29]=1)[C:25]#[N:26].CO>[Cu]I.C1(C)C=CC=CC=1>[CH3:15][O:16][C:22]1[CH:23]=[C:24]([CH:27]=[CH:28][CH:29]=1)[C:25]#[N:26] |f:1.2.3|. Reaction conditions: temperature 110 celsius, time 23 hour. Starting materials: N1=CC=CC2=CC=C3C=CC=NC3=C12 (1,10-phenanthroline), C(=O)([O-])[O-].[Cs+].[Cs+] (Cs2CO3), IC=1C=C(C#N)C=CC1 (3-iodobenzonitrile), CO (methanol). Yield: 41.7%. Reagents/catalysts: [Cu]I (CuI). Procedure: A test tube was charged with CuI (20 mg, 0.10 mmol, 10 mol %), 1,10-phenanthroline (36 mg, 0.20 mmol, 20 mol %), Cs2CO3 (652 mg, 2.0 mmol), 3-iodobenzonitrile (229 mg, 1.0 5 mmol), methanol (162 μL, 4.0 mmol) and toluene (1 mL). The test tube was sealed and the reaction mixture was stirred at 110° C. for 23 h. The resulting suspension was cooled to room temperature and filtered through a 0.5×1 cm pad of silica gel eluting with diethyl ether. The filtrate was concentrated. Purification of the res... Product: COC=1C=C(C#N)C=CC1 (3-Methoxybenzonitrile). The solvent is C1(=CC=CC=C1)C (toluene). The reactants are BrC=1C=C(C=CC1)C(CC(CC=C)O)=O (1-(3-bromophenyl)-3-hydroxyhex-5-en-1-one), N1C=NC=C1 (1H-imidazole), C(C)(C)(C)[Si](Cl)(C)C (tert-butyldimethylchlorosilane). Solvent: CN(C)C=O (DMF), ClCCl (dichloromethane). Run at time 2 hour. Product: BrC=1C=C(C=CC1)C(CC(CC=C)O[Si](C)(C)C(C)(C)C)=O (1-(3-Bromophenyl)-3-(tert-butyldimethylsilyloxy)hex-5-en-1-one), mixture. Isolated yield 88.0%. Reaction SMILES: [Br:1][C:2]1[CH:3]=[C:4]([C:8](=[O:15])[CH2:9][CH:10]([OH:14])[CH2:11][CH:12]=[CH2:13])[CH:5]=[CH:6][CH:7]=1.N1C=CN=C1.[C:21]([Si:25]([CH3:28])([CH3:27])Cl)([CH3:24])([CH3:23])[CH3:22]>CN(C=O)C.ClCCl>[Br:1][C:2]1[CH:3]=[C:4]([C:8](=[O:15])[CH2:9][CH:10]([O:14][Si:25]([C:21]([CH3:24])([CH3:23])[CH3:22])([CH3:28])[CH3:27])[CH2:11][CH:12]=[CH2:13])[CH:5]=[CH:6][CH:7]=1. Procedure details: A mixture of 1-(3-bromophenyl)-3-hydroxyhex-5-en-1-one (9.08 g, 33.7 mmol), 1H-imidazole (5.34 g, 77.6 mmol) and tert-butyldimethylchlorosilane (6.29 g, 40.5 mmol) in DMF (40 mL) is stirred at room temperature for 2 h. The mixture is diluted with dichloromethane and is washed sequentially with water and saturated ammonium chloride aqueous solution. The organic layer is dried over sodium sulfate, filtered, and concentrated under reduced pressure. The crude product is purified by silica gel chroma...